From a dataset of the Open Reaction Database (ORD), a public repository of structured organic reaction records. describe an organic reaction: reactants, conditions, products, and yield Starting materials: aldehyde, OC1=CC=2C=3C4=C(C(=CC3NC2C=C1)I)C(NC4=O)=O (9-hydroxy-4-iodopyrrolo[3,4-c]carbazole-1,3(2H,6H)-dione), [Br-].ClC1=C(C[P+](C2=CC=CC=C2)(C2=CC=CC=C2)C2=CC=CC=C2)C=C(C=C1)OC ((2-Chloro-5-methoxybenzyl)(triphenyl)phosphonium bromide), [Li+].CC(C)[N-]C(C)C (LDA), [Li+].CC(C)[N-]C(C)C (LDA), aldehyde. Reaction conditions: time 5 hour. Product: ClC1=C(C=C(C=C1)OC)/C=C/C=1NC2=CC=C(C=C2C1)OC (2-[(E)-2-(2-Chloro-5-methoxyphenyl)ethenyl]-5-methoxy-1H-indole). RXN SMILES: [OH:1][C:2]1[CH:14]=[CH:13][C:12]2[NH:11][C:10]3[CH:9]=C(I)C4C(=O)NC(=O)C=4[C:5]=3[C:4]=2[CH:3]=1.[Br-].[Cl:22][C:23]1[CH:48]=[CH:47][C:46]([O:49][CH3:50])=[CH:45][C:24]=1[CH2:25][P+](C1C=CC=CC=1)(C1C=CC=CC=1)C1C=CC=CC=1.[Li+].[CH3:52]C([N-]C(C)C)C>>[Cl:22][C:23]1[CH:48]=[CH:47][C:46]([O:49][CH3:50])=[CH:45][C:24]=1/[CH:25]=[CH:9]/[C:10]1[NH:11][C:12]2[C:4]([CH:5]=1)=[CH:3][C:2]([O:1][CH3:52])=[CH:14][CH:13]=2 |f:1.2,3.4|. Procedure details: The 5-methoxy-1H-indole-2-carbaldehyde (1) was reacted with (2-chloro-5-methoxybenzyl)(triphenyl)phosphonium bromide (578) prepared as described in example 166 using the procedure described in example 37, except that the LDA and aldehyde were (sequentially) added at 0° C., the ratio of LDA:aldehyde was 1.5:1 and the reaction time was 5 h, to give (after crystallisation from CH2Cl2/hexane) the diene (579) as a pale yellow solid (the pure E isomer) (85%), mp 119–121° C. 1H NMR (CDCl3) δ 8.22 (br s...